This data is from the Open Reaction Database (ORD), a public repository of structured organic reaction records. The task is: describe an organic reaction: reactants, conditions, products, and yield Reactants: CCCCCC, Clc1ccccc1Cl, Cc1cccc(-c2nsc(C(=O)O)c2C(=O)O)c1. The product is Cc1cccc(-c2nscc2C(=O)O)c1. RXN SMILES: [CH3:19][CH2:20][CH2:21][CH2:22][CH2:23][CH3:24].[Cl:25][c:26]1[cH:27][cH:28][cH:29][cH:30][c:31]1[Cl:32].[c:1]1([CH3:18])[cH:2][c:3](-[c:7]2[n:8][s:9][c:10]([C:15]([OH:16])=[O:17])[c:11]2[C:12](=[O:13])[OH:14])[cH:4][cH:5][cH:6]1>>[c:1]1([CH3:18])[cH:2][c:3](-[c:7]2[n:8][s:9][cH:10][c:11]2[C:12](=[O:13])[OH:14])[cH:4][cH:5][cH:6]1.